Dataset: the Open Reaction Database (ORD), a public repository of structured organic reaction records. Task: describe an organic reaction: reactants, conditions, products, and yield The solvent is C(C)(=O)O (acetic acid). Reactants: C(C)[NH+](CC)CC (triethylammonium), C(C)(=O)[O-].[NH4+] (ammonium acetate), ( a ), C(#N)C1=C(C(C(N(C1=O)CC)=O)=CC=CC=1C(=C(C(N(C1O)CC)=O)C#N)C)C (3-(5-cyano-1-ethyl-4-methyl-2,6-dioxo-1,6-dihydro-2H -pyridin-3-ylidene)propenyl-1-ethyl-6-hydroxy-4-methyl-2-oxo-1,2-dihydropyridine-3-carbonitrile), C(#N)C1=C(C(C(N(C1=O)CC)=O)=CC=CC=1C(=C(C(N(C1O)CC)=O)C#N)C)C (3-(5-cyano-1-ethyl-4-methyl-2,6-dioxo-1,6-dihydro-2H -pyridin-3-ylidene)propenyl-1-ethyl-6-hydroxy-4-methyl-2-oxo-1,2-dihydropyridine-3-carbonitrile). Yields the product C(#N)C1=C(C(C(N(C1=O)CC)=O)=CC=CC=1C(=C(C(N(C1O)CC)=O)C#N)C)C.[NH4+] (Ammonium 5-(3-(5-cyano-1-ethyl-4-methyl-2,6-dioxo-1,6-dihydro-2H-pyridin-3-ylidene)propenyl)-1-ethyl-6-hydroxy-4-methyl-2-oxo-1,2-dihydropyridine-3-carbonitrile). Reaction SMILES: C([NH+:3](CC)CC)C.[C:8]([C:10]1[C:15](=[O:16])[N:14]([CH2:17][CH3:18])[C:13](=[O:19])[C:12](=[CH:20][CH:21]=[CH:22][C:23]2[C:24]([CH3:35])=[C:25]([C:33]#[N:34])[C:26](=[O:32])[N:27]([CH2:30][CH3:31])[C:28]=2[OH:29])[C:11]=1[CH3:36])#[N:9].C([O-])(=O)C.[NH4+]>C(O)(=O)C>[C:33]([C:25]1[C:26](=[O:32])[N:27]([CH2:30][CH3:31])[C:28](=[O:29])[C:23](=[CH:22][CH:21]=[CH:20][C:12]2[C:11]([CH3:36])=[C:10]([C:8]#[N:9])[C:15](=[O:16])[N:14]([CH2:17][CH3:18])[C:13]=2[OH:19])[C:24]=1[CH3:35])#[N:34].[NH4+:3] |f:2.3,5.6|. Procedure: 4.9 g of commercial triethylammonium 5-(3-(5-cyano-1-ethyl-4-methyl-2,6-dioxo-1,6-dihydro-2H -pyridin-3-ylidene)propenyl-1-ethyl-6-hydroxy-4-methyl-2-oxo-1,2-dihydropyridine-3-carbonitrile (24a) was made to react with 0.8 g of ammonium acetate in 75 mL of acetic acid as described under (a). This gave 3.6 g of dye (24a).